Task: describe an organic reaction: reactants, conditions, products, and yield. Dataset: the Open Reaction Database (ORD), a public repository of structured organic reaction records Reactants: CC1=C(C(=CC=C1C)C)O (2,3,6-trimethylphenol), [N+](=O)(O)[O-] (nitric acid). Reagents/catalysts: N(=O)[O-].[Na+] (sodium nitrite). Solvent: C(C)(=O)O (acetic acid). Yields the product CC=1C(C(=C(C(C1)=O)C)C)=O (trimethyl-p-benzoquinone). The yield is 69.6%. RXN SMILES: [CH3:1][C:2]1[C:7]([CH3:8])=[CH:6][CH:5]=[C:4]([CH3:9])[C:3]=1[OH:10].[N+]([O-])(O)=[O:12]>C(O)(=O)C.N([O-])=O.[Na+]>[CH3:9][C:4]1[C:3](=[O:10])[C:2]([CH3:1])=[C:7]([CH3:8])[C:6](=[O:12])[CH:5]=1 |f:3.4|. Procedure: Also, in the process described in Japanese Pat. Publication No. 38063/70 (German Pat. OLS No. 1,814,652), 2,3,6-trimethylphenol is dissolved in acetic acid and oxidized with a dilute nitric acid using sodium nitrite as a catalyst to obtain trimethyl-p-benzoquinone in maximum yield of 69.6 percent. This process is simple and is considered to be a good one. However, the yield is a little low. As a reaction SMILES: [Br:1][C:2]1[CH:3]=[C:4]2[CH2:16][CH2:15][CH:14]([C:17]([OH:19])=O)[N:6]3[C:7](=[O:13])[C:8](=[O:12])[NH:9][C:10]([CH:11]=1)=[C:5]23.[NH2:20][C:21]1[CH:26]=[CH:25][CH:24]=[CH:23][CH:22]=1>>[Br:1][C:2]1[CH:3]=[C:4]2[CH2:16][CH2:15][CH:14]([C:17](=[O:19])[NH:20][C:21]3[CH:26]=[CH:25][CH:24]=[CH:23][CH:22]=3)[N:6]3[C:7](=[O:13])[C:8](=[O:12])[NH:9][C:10]([CH:11]=1)=[C:5]23. Isolated yield 84.0%. The product is 31, BrC=1C=C2C=3N(C(C(NC3C1)=O)=O)C(CC2)C(NC2=CC=CC=C2)=O (9-Bromo-5-phenylcarbamoyl-6,7-dihydro-1H, 5H-pyrido[1,2,3-de]quinoxaline-2,3-dione). Reported procedure: A procedure similar to that described in Example 5 was carried out with 9-bromo-5-carboxy-6,7-dihydro-1H, 5H-pyrido[1,2,3-de]quinoxaline-2,3-dione (300 mg, 0.92 mmol) and aniline (93 mg, 1.0 mmol) to give 31 0 mg of the title compound (84%): mp>250° C.; 1H NMR (270 MHz, DMSO-d6) δ12.25 (s, 1H), 10.36 (s, 1H), 7.56 (d, 2H, J=8 Hz), 7.33 (t, 2H, J=8.0 Hz), 7.24 (bs, 1H), 7.22 (bs, 1H), 7.09 (t, 1H, J=8 Hz), 5.32~5.36 (m, 1H), 2.89 (dm, 1H, J=16.8 Hz), 2.58~2.81 (m, 2H), 2.05~2.22 (m, 1H). Starting materials: BrC=1C=C2C=3N(C(C(NC3C1)=O)=O)C(CC2)C(=O)O (9-bromo-5-carboxy-6,7-dihydro-1H, 5H-pyrido[1,2,3-de]quinoxaline-2,3-dione), NC1=CC=CC=C1 (aniline). The reactants are diazo, stannous chloride, BrC1=CC(=C(N)C=C1)C#N (4-bromo-2-cyanoaniline), N(=O)[O-].[Na+] (sodium nitrite). The solvent is Cl (hydrochloric acid), Cl (hydrochloric acid). Yields the product NC1=NNC2=CC=C(C=C12)Br (3-amino-5-bromoindazole). Reaction SMILES: [Br:1][C:2]1[CH:8]=[CH:7][C:5]([NH2:6])=[C:4]([C:9]#[N:10])[CH:3]=1.[N:11]([O-])=O.[Na+]>Cl>[NH2:10][C:9]1[C:4]2[C:5](=[CH:7][CH:8]=[C:2]([Br:1])[CH:3]=2)[NH:6][N:11]=1 |f:1.2|. Reported procedure: Twenty grams of 4-bromo-2-cyanoaniline is treated with concentrated hydrochloric acid and sodium nitrite; the resulting diazo compound is reacted with stannous chloride in concentrated hydrochloric acid at 0° C. Working up as in Example 2 gives 3-amino-5-bromoindazole. Reactants: O (water), C(C)OC=1C=C(C(=CC1CC)N)N (4-ethoxy-5-ethyl-benzene-1,2-diamine), [N+](=O)([O-])C=1C(=NN(C1)C1OCCCC1)C=O (4-nitro-1-(tetrahydro-pyran-2-yl)-1H-pyrazole-3-carbaldehyde), S([O-])(O)=O.[Na+] (sodium bisulfite). Solvent: CN(C=O)C (dimethylformamide). Reaction conditions: temperature 120 celsius. The product is C(C)OC1=CC2=C(NC(=N2)C2=NN(C=C2[N+](=O)[O-])C2OCCCC2)C=C1CC (5-ethoxy-6-ethyl-2-[4-nitro-1-(tetrahydropyran-2-yl)-1H-pyrazol-3-yl]-1H-benzoimidazole). Yield: 52.0%. As a reaction SMILES: [CH2:1]([O:3][C:4]1[CH:5]=[C:6]([NH2:13])[C:7]([NH2:12])=[CH:8][C:9]=1[CH2:10][CH3:11])[CH3:2].[N+:14]([C:17]1[C:18]([CH:28]=O)=[N:19][N:20]([CH:22]2[CH2:27][CH2:26][CH2:25][CH2:24][O:23]2)[CH:21]=1)([O-:16])=[O:15].S(=O)(O)[O-].[Na+].O>CN(C)C=O>[CH2:1]([O:3][C:4]1[C:9]([CH2:10][CH3:11])=[CH:8][C:7]2[NH:12][C:28]([C:18]3[C:17]([N+:14]([O-:16])=[O:15])=[CH:21][N:20]([CH:22]4[CH2:27][CH2:26][CH2:25][CH2:24][O:23]4)[N:19]=3)=[N:13][C:6]=2[CH:5]=1)[CH3:2] |f:2.3|. Procedure details: A mixture of 4-ethoxy-5-ethyl-benzene-1,2-diamine [0.18 g, Reference Example 30(s)], 4-nitro-1-(tetrahydro-pyran-2-yl)-1H-pyrazole-3-carbaldehyde [0.225 g, Reference Example 6(m)] and sodium bisulfite (0.12 g, 1.2 mmol) in dimethylformamide (10 mL) was heated at 120° C. for 1 hour. The mixture was cooled, water (100 mL) was added and the aqueous mixture was extracted with twice ethyl acetate (50 mL). The combined extracts were evaporated and the residue was chromatographed on silica gel (ethyl a... The reactants are N1(CCCCC1)CC=1C=C(OCCCN)C=CC1 (3-[3-(Piperidinomethyl)phenoxy]propylamine), BrC1=NC=CC=C1OC (2-bromo-3-methoxypyridine). Run at temperature 100 celsius, time 48 hour. Yields the product N1(CCCCC1)CC=1C=C(OCCCNC2=NC=CC=C2OC)C=CC1 (2-[3-[3-(Piperidinomethyl)phenoxy]propylamino]-3-methoxypyridine). As a reaction SMILES: [N:1]1([CH2:7][C:8]2[CH:9]=[C:10]([CH:16]=[CH:17][CH:18]=2)[O:11][CH2:12][CH2:13][CH2:14][NH2:15])[CH2:6][CH2:5][CH2:4][CH2:3][CH2:2]1.Br[C:20]1[C:25]([O:26][CH3:27])=[CH:24][CH:23]=[CH:22][N:21]=1>>[N:1]1([CH2:7][C:8]2[CH:9]=[C:10]([CH:16]=[CH:17][CH:18]=2)[O:11][CH2:12][CH2:13][CH2:14][NH:15][C:20]2[C:25]([O:26][CH3:27])=[CH:24][CH:23]=[CH:22][N:21]=2)[CH2:6][CH2:5][CH2:4][CH2:3][CH2:2]1. Procedure: 3-[3-(Piperidinomethyl)phenoxy]propylamine (3.97 g) and 2-bromo-3-methoxypyridine (1.50 g) were heated with stirring at 100° C. for 48 hours. The cooled residue was partitioned between chloroform and water. The aqueous layer was further extracted with chloroform and the combined chloroform layers were washed with water, dried and evaporated to dryness. The brown residue was dissolved in aqueous acetic acid to pH 4 and extracted with ether to remove unreacted 2-bromo-3-methoxypyridine. The aqueou...